From a dataset of the Open Reaction Database (ORD), a public repository of structured organic reaction records. describe an organic reaction: reactants, conditions, products, and yield Reactants: [OH-].[Na+] (NaOH), C1=C2C3=C(NC2=CC=C1)CC1=CC=CC=C13 (5,6-dihydroindeno[2,1-b]indole), CI (MeI). Reagents/catalysts: [Br-].C[N+](CCCCCCCCCCCCCCCC)(C)C (trimethylcetylammonium bromide). Run in C1=CC=CC=C1 (benzene). Run at time 2 hour. Yields the product CN1C2=C(C3=CC=CC=C13)C1=CC=CC=C1C2 (N-methyl-5,6-dihydroindeno[2,1-b]indole). Yield: 78.2%. Reaction SMILES: [OH-].[Na+].[CH:3]1[CH:11]=[CH:10][CH:9]=[C:8]2[C:4]=1[C:5]1[C:18]3[C:13](=[CH:14][CH:15]=[CH:16][CH:17]=3)[CH2:12][C:6]=1[NH:7]2.[CH3:19]I>[Br-].C[N+](C)(C)CCCCCCCCCCCCCCCC.C1C=CC=CC=1>[CH3:19][N:7]1[C:8]2[C:4](=[CH:3][CH:11]=[CH:10][CH:9]=2)[C:5]2[C:18]3[C:13]([CH2:12][C:6]1=2)=[CH:14][CH:15]=[CH:16][CH:17]=3 |f:0.1,4.5|. Reported procedure: In a 0.5 l bulb were placed 100 ml 50% aqueous NaOH, 100 ml benzene, 6.1 g (28 mmol)of 5,6-dihydroindeno[2,1-b]indole, prepared in Example 4, 1.8 ml (28 mmol) of MeI and 0.5 g of trimethylcetylammonium bromide. After having stirred the obtained mixture for 2 hours, the formation of an organic phase was observed; said phase was separated, washed twice with water (100 ml) and dried over Na2SO4. After removal of the solvent, the residue was recrystallized from ethanol, obtaining 4.8 g of N-methyl-5... The reactants are CN1C=2C=CC=CC2C(C2=CC=CC=C12)=O (10-methylacridin-9(10H)-one), ClS(=O)(=O)O (chlorosulfonic acid), ice. Yields the product CN1C=2C=CC(=CC2C(C2=CC(=CC=C12)S(=O)(=O)Cl)=O)S(=O)(=O)Cl (10-methyl-9-oxo-9,10-dihydroacridine-2,7-disulfonyl dichloride). Yield: 99.7%. RXN SMILES: [CH3:1][N:2]1[C:15]2[C:10](=[CH:11][CH:12]=[CH:13][CH:14]=2)[C:9](=[O:16])[C:8]2[CH:7]=[CH:6][CH:5]=[CH:4][C:3]1=2.[Cl:17][S:18]([OH:21])(=O)=[O:19]>>[CH3:1][N:2]1[C:15]2[C:10](=[CH:11][C:12]([S:18]([Cl:17])(=[O:21])=[O:19])=[CH:13][CH:14]=2)[C:9](=[O:16])[C:8]2[CH:7]=[C:6]([S:18]([Cl:17])(=[O:21])=[O:19])[CH:5]=[CH:4][C:3]1=2. Procedure: A mixture of 10-methylacridin-9(10H)-one (4.2 g, 20 mmole) and chlorosulfonic acid (100 mL, 1.5 mole) was heated at reflux for 5 hours. Reaction mixture was then condensed, cooled down to room temperature and poured carefully on 500 g of ice. The yellow precipitate of product was collected by filtration, washed with water and dried to provide 8.1 g of the title compound. This material was used for next step without purification. The reactants are C=CCC(O)CC1CO1, CC(C)O, N#C[K], O. The product is C=CCC1CC(CC#N)OC(C)(C)O1. Reaction SMILES: [CH2:4]([CH:5]=[CH2:6])[CH:7]([CH2:8][CH:9]1[O:10][CH2:11]1)[OH:12].[CH:14]([CH3:15])([CH3:16])[OH:17].[K:1][C:2]#[N:3].[OH2:13]>>[C:2](#[N:3])[CH2:11][CH:9]1[CH2:8][CH:7]([CH2:4][CH:5]=[CH2:6])[O:12][C:14]([CH3:15])([CH3:16])[O:10]1. Reactants: C(CCC)[Li] (n-butyllithium), solution, FC=1C=C(CBr)C=CC1 (3-fluorobenzyl bromide), S1CSCCC1 (1,3-Dithiane), resultant solution. Run in CCCCCC (hexane), C(Cl)Cl (methylene chloride), C1CCOC1 (THF). Reaction conditions: temperature -23 celsius, time 0.5 hour. Product: FC=1C=C(C=CC1)CC1SCCCS1 (2-(3-Fluorophenyl)methyl-1,3-dithiane). Isolated yield 66.6%. Reaction SMILES: [S:1]1[CH2:6][CH2:5][CH2:4][S:3][CH2:2]1.C([Li])CCC.[F:12][C:13]1[CH:14]=[C:15]([CH:18]=[CH:19][CH:20]=1)[CH2:16]Br>C1COCC1.CCCCCC.C(Cl)Cl>[F:12][C:13]1[CH:14]=[C:15]([CH2:16][CH:2]2[S:3][CH2:4][CH2:5][CH2:6][S:1]2)[CH:18]=[CH:19][CH:20]=1. Procedure details: 1,3-Dithiane (12 g, 0.1 mol) was dissolved in 150 mL of anhydrous THF under a nitrogen atmosphere. The resultant solution was cooled to -78° C. and n-butyllithium (44 mL of a 2.5M solution of in hexane, 0.11 mol) was added. The reaction mixture was warmed to -23° C. and then stirred at -23° C. for 0.5 h. The reaction mixture was recooled to -78° C. and 25 g (0.135 mol) of 3-fluorobenzyl bromide was added over a 15 minute period. The reaction mixture was stirred for 3 h at ambient temperature and... Starting materials: CCOC(=O)CN(Cc1ccccc1)C(=O)C(NC(=O)OC(C)(C)C)C(C)C, Cl, C1COCCO1. The product is CCOC(=O)CN(Cc1ccccc1)C(=O)C(N)C(C)C. As a reaction SMILES: [CH2:1]([CH3:2])[O:3][C:4]([CH2:5][N:6]([C:7]([CH:8]([NH:9][C:10]([O:11][C:12]([CH3:13])([CH3:14])[CH3:15])=[O:16])[CH:17]([CH3:18])[CH3:19])=[O:20])[CH2:21][c:22]1[cH:23][cH:24][cH:25][cH:26][cH:27]1)=[O:28].[ClH:29].[O:30]1[CH2:31][CH2:32][O:33][CH2:34][CH2:35]1>>[CH2:1]([CH3:2])[O:3][C:4]([CH2:5][N:6]([C:7]([CH:8]([NH2:9])[CH:17]([CH3:18])[CH3:19])=[O:20])[CH2:21][c:22]1[cH:23][cH:24][cH:25][cH:26][cH:27]1)=[O:28]. Starting materials: [N+](=O)([O-])[O-].[U+2](=O)=O.[N+](=O)([O-])[O-] (uranyl nitrate), C(=O)O (formic acid). Yields the product C(=O)[O-].[U+2](=O)=O.C(=O)[O-] (uranyl formate). RXN SMILES: [N+]([O-])([O-])=O.[U+2:5](=[O:7])=[O:6].[N+]([O-])([O-])=O.[CH:12]([OH:14])=[O:13]>>[CH:12]([O-:14])=[O:13].[U+2:5](=[O:7])=[O:6].[CH:12]([O-:14])=[O:13] |f:0.1.2,4.5.6|. Procedure: In accordance with the present invention, U3O8 having a controlled particle size distribution is directly prepared from an aqueous solution of uranyl nitrate by adding formic acid to effect a denitration and form an unsaturated solution of uranyl formate. Additional stoichiometric excess of formic acid is added to the unsaturated uranyl formate to precipitate uranyl formate monohydrate. The resulting crystalline uranyl formate monohydrate is then calcined to produce U3O8 having a controlled part...